This data is from the Open Reaction Database (ORD), a public repository of structured organic reaction records. The task is: describe an organic reaction: reactants, conditions, products, and yield The reactants are ClC1=C(C=NC2=CC=C(C=C12)OC)C(=O)OCC (Ethyl 4-chloro-6-methoxy-quinoline-3-carboxylate), C1(=CC=CC=C1)NN (phenyl hydrazine). Yields the product COC1=CC=2C=3C(=CNC2C=C1)C(N(N3)C3=CC=CC=C3)=O (8-Methoxy-2-phenyl-2,5-dihydro-pyrazolo-(4,3-c)quinolin-3-one). Reaction SMILES: Cl[C:2]1[C:11]2[C:6](=[CH:7][CH:8]=[C:9]([O:12][CH3:13])[CH:10]=2)[N:5]=[CH:4][C:3]=1[C:14]([O:16]CC)=O.[C:19]1([NH:25][NH2:26])[CH:24]=[CH:23][CH:22]=[CH:21][CH:20]=1>>[CH3:13][O:12][C:9]1[CH:8]=[CH:7][C:6]2[NH:5][CH:4]=[C:3]3[C:14](=[O:16])[N:25]([C:19]4[CH:24]=[CH:23][CH:22]=[CH:21][CH:20]=4)[N:26]=[C:2]3[C:11]=2[CH:10]=1. Reported procedure: The title compound was prepared following the procedure described in Step 3 using 3d and phenyl hydrazine. 1H NMR (DMSO-d6) δ (ppm): 3.90 (3H, s), 7.17 (1H, m), 7.27 (1H, dd, J=9.06, 2.64 Hz), 7.40 (2H, m), 7.57 (1H, d, J=3.02 Hz), 7.67 (1H, d, J=9.06 Hz), 8.20 (2H, m), 8.63 (1H, s). m/z 292.3 (MH+).